Dataset: the Open Reaction Database (ORD), a public repository of structured organic reaction records. Task: describe an organic reaction: reactants, conditions, products, and yield The reactants are C1(CC1)C(=O)Cl (cyclopropanecarbonyl chloride), NC1=CC=C(C(=O)C2=CC=C(C=C2)NC(C2=CC=C(C=C2)F)=O)C=C1 (N-(4-(4-aminobenzoyl)phenyl)-4-fluorobenzamide), N1=CC=CC=C1 (pyridine). The solvent is C(Cl)Cl (methylene chloride), C(Cl)Cl (methylene chloride). Run at time 12 hour. The product is C1(CC1)C(=O)NC1=CC=C(C(=O)C2=CC=C(C=C2)NC(C2=CC=C(C=C2)F)=O)C=C1 (N-(4-(4-(cyclopropanecarboxamido)benzoyl)phenyl)-4-fluorobenzamide). The yield is 90.0%. As a reaction SMILES: [CH:1]1([C:4](Cl)=[O:5])[CH2:3][CH2:2]1.[NH2:7][C:8]1[CH:31]=[CH:30][C:11]([C:12]([C:14]2[CH:19]=[CH:18][C:17]([NH:20][C:21](=[O:29])[C:22]3[CH:27]=[CH:26][C:25]([F:28])=[CH:24][CH:23]=3)=[CH:16][CH:15]=2)=[O:13])=[CH:10][CH:9]=1.N1C=CC=CC=1>C(Cl)Cl>[CH:1]1([C:4]([NH:7][C:8]2[CH:9]=[CH:10][C:11]([C:12]([C:14]3[CH:15]=[CH:16][C:17]([NH:20][C:21](=[O:29])[C:22]4[CH:27]=[CH:26][C:25]([F:28])=[CH:24][CH:23]=4)=[CH:18][CH:19]=3)=[O:13])=[CH:30][CH:31]=2)=[O:5])[CH2:3][CH2:2]1. Procedure details: A solution of cyclopropanecarbonyl chloride (Aldrich, 448 mg, 4.31 mmol) in 5 mL of methylene chloride was slowly added over 5 minutes to N-(4-(4-aminobenzoyl)phenyl)-4-fluorobenzamide (1.2 g, 3.59 mmol) in 20 mL of methylene chloride containing 3 mL of pyridine. The reaction was stirred at room temperature for 12 h then quenched with 40 mL of water. The layers were separated and the aqueous layer was extracted with ethyl acetate (2×50 mL). The combined organics were washed with 0.5 N HCl (100 m... The reactants are C(C)C1C(CCC(C(OC(C2CCCCN2C(C(C2(C(CC(C(C(CC(CC(=C1)C)C)OC)O2)OC)C)O)=O)=O)=O)C(=CC2CC(C(CC2)OO)OO)C)C)=O (17-Ethyl-1-hydroxy-12-[2'-(4",3"-dihydroxyoxycyclohexyl)-1'-methylvinyl]-23,25-dimethoxy-13,19,21,27-tetramethyl-11,28-dioxa-4-azatricyclo[22.3.1.04,9 ]octacos-18-ene-2,3,10,16-tetraone), N1C=NC=C1 (imidazole), C(C)(C)(C)[Si](C)(C)Cl (tertbutyldimethylsilyl chloride). The solvent is C(C)(=O)OCC (ethyl acetate), C(Cl)Cl (methylene chloride). Conditions: time 3 day. Yields the product C(C)C1C(CCC(C(OC(C2CCCCN2C(C(C2(C(CC(C(C(CC(CC(=C1)C)C)OC)O2)OC)C)O)=O)=O)=O)C(=CC2CC(C(CC2)O[Si](C)(C)C(C)(C)C)O)C)C)=O (17-Ethyl-1-hydroxy-12-[2'-(4"-(tert-butyldimethylsiloxy)-3"-hydroxycyclohexyl) 1'-methylvinyl]-23,25-dimethoxy-13,19, 21,27-tetramethyl-11,28-dioxa-4-azatricyclo[22.3.1.04,9 ]octacos-18-ene-2,3,10,16-tetraone). The yield is 28.3%. RXN SMILES: [CH2:1]([CH:3]1[CH:29]=[C:28]([CH3:30])[CH2:27][CH:26]([CH3:31])[CH2:25][CH:24]([O:32][CH3:33])[CH:23]2[O:34][C:19]([OH:38])([CH:20]([CH3:37])[CH2:21][CH:22]2[O:35][CH3:36])[C:18](=[O:39])[C:17](=[O:40])[N:16]2[CH:11]([CH2:12][CH2:13][CH2:14][CH2:15]2)[C:10](=[O:41])[O:9][CH:8]([C:42]([CH3:54])=[CH:43][CH:44]2[CH2:49][CH2:48][CH:47]([O:50]O)[CH:46]([O:52]O)[CH2:45]2)[CH:7]([CH3:55])[CH2:6][CH2:5][C:4]1=[O:56])[CH3:2].N1C=CN=C1.[C:62]([Si:66](Cl)([CH3:68])[CH3:67])([CH3:65])([CH3:64])[CH3:63]>C(Cl)Cl.C(OCC)(=O)C>[CH2:1]([CH:3]1[CH:29]=[C:28]([CH3:30])[CH2:27][CH:26]([CH3:31])[CH2:25][CH:24]([O:32][CH3:33])[CH:23]2[O:34][C:19]([OH:38])([CH:20]([CH3:37])[CH2:21][CH:22]2[O:35][CH3:36])[C:18](=[O:39])[C:17](=[O:40])[N:16]2[CH:11]([CH2:12][CH2:13][CH2:14][CH2:15]2)[C:10](=[O:41])[O:9][CH:8]([C:42]([CH3:54])=[CH:43][CH:44]2[CH2:49][CH2:48][CH:47]([O:50][Si:66]([C:62]([CH3:65])([CH3:64])[CH3:63])([CH3:68])[CH3:67])[CH:46]([OH:52])[CH2:45]2)[CH:7]([CH3:55])[CH2:6][CH2:5][C:4]1=[O:56])[CH3:2]. Reported procedure: To a solution of 17-ethyl-1-hydroxy-12-[2'-(3", 4"-dihydroxycyclohexyl)-1'-methylvinyl]-23,25-dimethoxy- 13,19,21,27-tetramethyl-11,28-dioxa-4-azatricyclo[22.3.1.04,9 ]octacos-18-ene-2,3,10,16-tetraone (Example 2, 3.01 g) in dry methylene chloride (70 ml) was added an excess of imidazole (809 mg) followed by tertbutyldimethylsilyl chloride (716 mg). After 3 days of stirring at room temperature, the mixture was diluted with ethyl acetate which in turn was washed with 1N HCl, saturated sodium bica... Starting materials: OC1=CC(=C(C=C1)CCC(=O)O)OC (3-[4-hydroxy-2-(methyloxy)phenyl]propanoic acid), OS(=O)(=O)O (H2SO4), CCO (EtOH), ice, C(=O)([O-])[O-].[Na+].[Na+] (Na2CO3). Yields the product OC1=CC(=C(C=C1)CCC(=O)OCC)OC (Ethyl 3-[4-hydroxy-2-(methyloxy)phenyl]propanoate). Reaction SMILES: [OH:1][C:2]1[CH:7]=[CH:6][C:5]([CH2:8][CH2:9][C:10]([OH:12])=[O:11])=[C:4]([O:13][CH3:14])[CH:3]=1.OS(O)(=O)=O.C([O-])([O-])=O.[Na+].[Na+].[CH3:26][CH2:27]O>>[OH:1][C:2]1[CH:7]=[CH:6][C:5]([CH2:8][CH2:9][C:10]([O:12][CH2:26][CH3:27])=[O:11])=[C:4]([O:13][CH3:14])[CH:3]=1 |f:2.3.4|. Reported procedure: To a stirring solution of 3-[4-hydroxy-2-(methyloxy)phenyl]propanoic acid (229 mg, 1.17 mmol) in EtOH (14 mL) was added concentrated H2SO4 (0.031 mL, 0.58 mmol) and the reaction heated at reflux under nitrogen for 1 h. The mixture was then cooled to ambient temperature poured into ice (ca. 30 mL) and saturated aqueous Na2CO3 (60 mL) added. The mixture was then extracted with EtOAc (2×50 mL) and the combined organic layer washed with brine (70 mL) and concentrated under vacuum. The residue was th... The reactants are ClC=1N=C(C=2N=CN([C@H]3[C@H](O)[C@H](O)[C@@H](CO)O3)C2N1)N (2-Chloro-adenosine), [OH-].[Na+] (NaOH), C(CC)O (n-propanol). Yields the product C(CC)OC=1N=C(C=2N=CN([C@H]3[C@H](O)[C@H](O)[C@@H](CO)O3)C2N1)N (2-Propoxy-adenosine). Reaction SMILES: Cl[C:2]1[N:3]=[C:4]([NH2:20])[C:5]2[N:6]=[CH:7][N:8]([C:18]=2[N:19]=1)[C@@H:9]1[O:17][C@H:14]([CH2:15][OH:16])[C@@H:12]([OH:13])[C@H:10]1[OH:11].[OH-].[Na+].[CH2:23]([OH:26])[CH2:24][CH3:25]>>[CH2:23]([O:26][C:2]1[N:3]=[C:4]([NH2:20])[C:5]2[N:6]=[CH:7][N:8]([C:18]=2[N:19]=1)[C@@H:9]1[O:17][C@H:14]([CH2:15][OH:16])[C@@H:12]([OH:13])[C@H:10]1[OH:11])[CH2:24][CH3:25] |f:1.2|. Reported procedure: 2-Chloro-adenosine (3.5 g) was added to a hot solution of NaOH (3.2 g) in n-propanol (80 ml), the mixture was heated under reflux for 3 hours. The volatiles were removed in vacuo, the residue taken into water (40 ml), cooled and acidified with 1M hydrochloric acid to pH 7. After 15 min the suspension was filtered and the filtrate evaporated. The residue was taken up in ethanol, and adsorbed onto silica which was placed on a chromatography column. Elution with 9:1, and then 4:1 CHCl3 afforded the... Reactants: NC=1C2=C(C(=NC1)N=CN(C)C)C(=CS2)C2=CC(=C(C=C2)NC(=O)C=2N(C1=CC=CC=C1C2)C)OC (N-[4-(7-amino-4-{[(dimethylamino)methylene]amino }thieno[3,2-c]pyridin-3-yl)-2-methoxyphenyl]-1-methyl-1H-indole-2-carboxamide), CN(C1=CC=C(C=C1)N=C=O)C (4-(dimethylamino)phenyl isocyanate). The product is NC1=NC=C(C2=C1C(=CS2)C2=CC(=C(C=C2)NC(=O)C=2N(C1=CC=CC=C1C2)C)OC)NC(=O)NC2=CC=C(C=C2)N(C)C (N-(4-{4-amino-7-[({[4-(dimethylamino)phenyl]amino}carbonyl)amino]thieno[3,2-c]pyridin-3-yl}-2-methoxyphenyl)-1-methyl-1H-indole-2-carboxamide). As a reaction SMILES: [NH2:1][C:2]1[C:3]2[S:15][CH:14]=[C:13]([C:16]3[CH:21]=[CH:20][C:19]([NH:22][C:23]([C:25]4[N:26]([CH3:34])[C:27]5[C:32]([CH:33]=4)=[CH:31][CH:30]=[CH:29][CH:28]=5)=[O:24])=[C:18]([O:35][CH3:36])[CH:17]=3)[C:4]=2[C:5]([N:8]=CN(C)C)=[N:6][CH:7]=1.[CH3:37][N:38]([CH3:48])[C:39]1[CH:44]=[CH:43][C:42]([N:45]=[C:46]=[O:47])=[CH:41][CH:40]=1>>[NH2:8][C:5]1[C:4]2[C:13]([C:16]3[CH:21]=[CH:20][C:19]([NH:22][C:23]([C:25]4[N:26]([CH3:34])[C:27]5[C:32]([CH:33]=4)=[CH:31][CH:30]=[CH:29][CH:28]=5)=[O:24])=[C:18]([O:35][CH3:36])[CH:17]=3)=[CH:14][S:15][C:3]=2[C:2]([NH:1][C:46]([NH:45][C:42]2[CH:43]=[CH:44][C:39]([N:38]([CH3:48])[CH3:37])=[CH:40][CH:41]=2)=[O:47])=[CH:7][N:6]=1. Procedure details: The title compound was prepared using N-[4-(7-amino-4-{[(dimethylamino)methylene]amino }thieno[3,2-c]pyridin-3-yl)-2-methoxyphenyl]-1-methyl-1H-indole-2-carboxamide and 4-(dimethylamino)phenyl isocyanate using General Procedure N followed by General Procedure M. 1H NMR (DMSO-d6, 400 MHz) δ 9.52 (s, 1H), 8.48 (s, 1H), 8.11 (s, 1H), 7.99 (d, 1H), 7.95 (s, 1H), 7.71 (d, 1H), 7.59 (d, 1H), 7.55 (s, 1H), 7.35 (s, 1H), 7.29 (m, 3H), 7.21 (m, 1H), 7.15 (t, 1H), 7.08 (d, 1H), 6.70 (d, 2H), 5.39 (br, 2H)... The reactants are N1CCOCC1 (morpholine), CC(CO)C=CC (2-methyl-3-penten-1-ol), C1(=CC=CC=C1)P(C1=CC=CC=C1)C1=CC=CC=C1 (triphenylphosphine), BrN1C(CCC1=O)=O (N-bromosuccinimide). The solvent is C1CCOC1 (THF), CCOCC (Et2O). Reaction conditions: temperature 70 celsius, time 15 minute. The product is C(C)/C(=C/CN1CCOCC1)/C ((E)-N-(3-ethyl-3-methyl-2-propenyl)-morpholine). Reaction SMILES: C[CH:2]([CH:5]=[CH:6][CH3:7])[CH2:3]O.[C:8]1(P(C2C=CC=CC=2)C2C=CC=CC=2)C=CC=CC=1.BrN1C(=O)CCC1=O.[NH:35]1[CH2:40][CH2:39][O:38][CH2:37][CH2:36]1>C1COCC1.CCOCC>[CH2:2](/[C:5](/[CH3:8])=[CH:6]/[CH2:7][N:35]1[CH2:40][CH2:39][O:38][CH2:37][CH2:36]1)[CH3:3]. Procedure: Morpholine 17 was prepared using a modification of the procedure outlined by Froyen and coworkers (Froyen et al. (1995) Tetrahedron Lett. 36:9555). To a solution of 2-methyl-3-penten-1-ol (1.3 g, 13 mmol) and triphenylphosphine (3.6 g, 14 mmol) in THF (10 mL) was added N-bromosuccinimide (2.5 g, 14 mmol). After 15 min, morpholine (2.7 mL, 31 mmol) was added dropwise and the resulting brown solution was heated to 70° C. for 2.5 h. Upon cooling to rt, the reaction mixture was diluted with Et2O (25... As a reaction SMILES: [Br:1][c:2]1[c:3]([SH:8])[cH:4][cH:5][cH:6][cH:7]1.[Br:9][CH:10]1[CH2:11][CH2:12]1.[C:13](=[O:14])([O-:15])[O-:16].[CH3:44][CH2:45][O:46][C:47](=[O:48])[CH3:49].[K+:17].[K+:18].[O:39]=[CH:40][N:41]([CH3:42])[CH3:43].[OH2:50].[c:19]1([C:20]([c:21]2[cH:22][cH:23][cH:24][cH:25][cH:26]2)([c:27]2[cH:28][cH:29][cH:30][cH:31][cH:32]2)[SH:33])[cH:34][cH:35][cH:36][cH:37][cH:38]1>>[Br:1][c:2]1[c:3]([S:8][CH:10]2[CH2:11][CH2:12]2)[cH:4][cH:5][cH:6][cH:7]1. Reactants: Sc1ccccc1Br, BrC1CC1, O=C([O-])[O-], CCOC(C)=O, [K+], [K+], CN(C)C=O, O, SC(c1ccccc1)(c1ccccc1)c1ccccc1. The product is Brc1ccccc1SC1CC1.